Dataset: the Open Reaction Database (ORD), a public repository of structured organic reaction records. Task: describe an organic reaction: reactants, conditions, products, and yield Reactants: C(C1=CC=CC=C1)N1C(=NC2=C1C=CC=C2Br)C (1-benzyl-4-bromo-2-methyl-1H-benzo[d]imidazole), CC1(OB(OC1(C)C)C1=CC=C(C=C1)N1C(N(C=2C1=NC=CC2)COCC[Si](C)(C)C)=O)C (3-[4-(4,4,5,5-tetramethyl-1,3,2-dioxaborolan-2-yl)phenyl]-1-{[2-(trimethylsilyl)ethoxy]methyl}-1,3-dihydro-2H-imidazo[4,5-b]pyridin-2-one), C([O-])([O-])=O.[Na+].[Na+] (sodium carbonate), C1CCOC1 (THF). The reagents and catalysts are C=1C=CC(=CC1)[P](C=2C=CC=CC2)(C=3C=CC=CC3)[Pd]([P](C=4C=CC=CC4)(C=5C=CC=CC5)C=6C=CC=CC6)([P](C=7C=CC=CC7)(C=8C=CC=CC8)C=9C=CC=CC9)[P](C=1C=CC=CC1)(C=1C=CC=CC1)C=1C=CC=CC1 (Pd(Ph3P)4). The solvent is O (water), O (water). Run at temperature 100 celsius. The product is C(C1=CC=CC=C1)N1C(=NC2=C1C=CC=C2C2=CC=C(C=C2)N2C(N(C=1C2=NC=CC1)COCC[Si](C)(C)C)=O)C (3-[4-(1-benzyl-2-methyl-1H-benzimidazol-4-yl)phenyl]-1-{[2-(trimethylsilyl)ethoxy]methyl}-1,3-dihydro-2H-imidazo[4,5-b]pyridin-2-one). Isolated yield 53.5%. RXN SMILES: [CH2:1]([N:8]1[C:12]2[CH:13]=[CH:14][CH:15]=[C:16](Br)[C:11]=2[N:10]=[C:9]1[CH3:18])[C:2]1[CH:7]=[CH:6][CH:5]=[CH:4][CH:3]=1.CC1(C)C(C)(C)OB([C:27]2[CH:32]=[CH:31][C:30]([N:33]3[C:37]4=[N:38][CH:39]=[CH:40][CH:41]=[C:36]4[N:35]([CH2:42][O:43][CH2:44][CH2:45][Si:46]([CH3:49])([CH3:48])[CH3:47])[C:34]3=[O:50])=[CH:29][CH:28]=2)O1.C(=O)([O-])[O-].[Na+].[Na+].C1COCC1>C1C=CC([P]([Pd]([P](C2C=CC=CC=2)(C2C=CC=CC=2)C2C=CC=CC=2)([P](C2C=CC=CC=2)(C2C=CC=CC=2)C2C=CC=CC=2)[P](C2C=CC=CC=2)(C2C=CC=CC=2)C2C=CC=CC=2)(C2C=CC=CC=2)C2C=CC=CC=2)=CC=1.O>[CH2:1]([N:8]1[C:12]2[CH:13]=[CH:14][CH:15]=[C:16]([C:27]3[CH:32]=[CH:31][C:30]([N:33]4[C:37]5=[N:38][CH:39]=[CH:40][CH:41]=[C:36]5[N:35]([CH2:42][O:43][CH2:44][CH2:45][Si:46]([CH3:48])([CH3:47])[CH3:49])[C:34]4=[O:50])=[CH:29][CH:28]=3)[C:11]=2[N:10]=[C:9]1[CH3:18])[C:2]1[CH:7]=[CH:6][CH:5]=[CH:4][CH:3]=1 |f:2.3.4,^1:66,68,87,106|. Reported procedure: Benzyl chloride (1.527 mL) was added to a solution of 4-bromo-2-methyl-1H-benzimidazole (1.40 g) and sodium hydride (0.531 g) in DMF (10 mL) at 0° C. The mixture was stirred at room temperature under a dry atmosphere for 1 h. The reaction mixture was diluted with MeOH and concentrated in vacuo. The residue was purified by column chromatography (NH silica gel, eluted with 5%-50% EtOAc in hexane) to give 1-benzyl-4-bromo-2-methyl-1H-benzo[d]imidazole (1.88 g) as tan oil. The mixture of 1-benzyl-4-... Reactants: C(C)OC(C(=O)NC1=NC(=CC(=C1)N1CC2=CC=CC=C2CC1)C)=O (N-[4-(3,4-dihydro-1H-isoquinolin-2-yl)-6-methyl-pyridin-2-yl]-oxalamic acid ethyl ester), [H-].[Al+3].[Li+].[H-].[H-].[H-] (lithium aluminum hydride). Run in C1CCOC1 (THF). Reaction conditions: time 2 hour. The product is C1N(CCC2=CC=CC=C12)C1=CC(=NC(=C1)C)NC(CO)=O (N-[4-(3,4-Dihydro-1H-isoquinolin-2-yl)-6-methyl-pyridin-2-yl]-2-hydroxy-acetamide), oil. Isolated yield 47.0%. As a reaction SMILES: C([O:3][C:4](=O)[C:5]([NH:7][C:8]1[CH:13]=[C:12]([N:14]2[CH2:23][CH2:22][C:21]3[C:16](=[CH:17][CH:18]=[CH:19][CH:20]=3)[CH2:15]2)[CH:11]=[C:10]([CH3:24])[N:9]=1)=[O:6])C.[H-].[Al+3].[Li+].[H-].[H-].[H-]>C1COCC1>[CH2:15]1[C:16]2[C:21](=[CH:20][CH:19]=[CH:18][CH:17]=2)[CH2:22][CH2:23][N:14]1[C:12]1[CH:11]=[C:10]([CH3:24])[N:9]=[C:8]([NH:7][C:5](=[O:6])[CH2:4][OH:3])[CH:13]=1 |f:1.2.3.4.5.6|. Procedure details: A solution of N-[4-(3,4-dihydro-1H-isoquinolin-2-yl)-6-methyl-pyridin-2-yl]-oxalamic acid ethyl ester (example 33) (0.43 g, 1.3 mmol) in THF (20 ml) was cooled in an ice bath and lithium aluminum hydride (0.12 g, 3.2 mmol) was added in. The mixture was stirred at rt for 2 hr, quenched with saturated aqueous Seignette-salt solution and filtered. The organic phase was dried (Na2SO4) and concentrated. After chromatograpy (SiO2 with CH2Cl/CH3OH/NH4OH=200/10/1) the title compound was obtained as a co... Reactants: N1CCOCC1 (morpholine), N1=CC=CC=C1 (pyridine), C1=CC=C2C(=C1)C(=NS2(=O)=O)Cl (pseudosaccharine chloride). The solvent is C1(=CC=CC=C1)C (toluene), C1(=CC=CC=C1)C (toluene), C1(=CC=CC=C1)C (toluene). Reaction conditions: time 2.5 hour. Product: C(C)N(C1=NS(C2=C1C=CC=C2)(=O)=O)CC (3-diethylaminobenzoisothiazole 1,1-dioxide). Isolated yield 91.4%. Reaction SMILES: [CH:1]1[CH:6]=[C:5]2[C:7](Cl)=[N:8][S:9](=[O:11])(=[O:10])[C:4]2=[CH:3][CH:2]=1.[NH:13]1[CH2:18][CH2:17]O[CH2:15][CH2:14]1.N1C=CC=CC=1>C1(C)C=CC=CC=1>[CH2:14]([N:13]([CH2:18][CH3:17])[C:7]1[C:5]2[CH:6]=[CH:1][CH:2]=[CH:3][C:4]=2[S:9](=[O:11])(=[O:10])[N:8]=1)[CH3:15]. Reported procedure: 10.0 g of pseudosaccharine chloride are initially introduced in 150 ml of toluene. 4.4 g of morpholine diluted with 25 ml of toluene are added dropwise at room temperature over the course of 30 minutes. Since the reaction is exothermic, the mixture is cooled with an ice bath. After a further 30 minues, 50 ml of pyridine in 25 ml of toluene are added and the mixture is subsequently stirred at room temperature for 2.5 hours. The solvent is then removed in vacuo and the residue is stirred up with 3...